From a dataset of the Open Reaction Database (ORD), a public repository of structured organic reaction records. describe an organic reaction: reactants, conditions, products, and yield RXN SMILES: [N:1]1([C:7]([N:9]2[CH2:14][CH:13]([C:15]3[CH:20]=[CH:19][C:18]([C:21]([F:24])([F:23])[F:22])=[CH:17][CH:16]=3)[CH2:12][CH:11]([C:25](=[S:27])[NH2:26])[CH2:10]2)=[O:8])[CH2:6][CH2:5][O:4][CH2:3][CH2:2]1.Br[CH2:29][C:30](=O)[C:31]([CH3:34])([CH3:33])[CH3:32]>>[C:31]([C:30]1[N:26]=[C:25]([CH:11]2[CH2:12][CH:13]([C:15]3[CH:20]=[CH:19][C:18]([C:21]([F:22])([F:23])[F:24])=[CH:17][CH:16]=3)[CH2:14][N:9]([C:7]([N:1]3[CH2:6][CH2:5][O:4][CH2:3][CH2:2]3)=[O:8])[CH2:10]2)[S:27][CH:29]=1)([CH3:34])([CH3:33])[CH3:32]. Reactants: N1(CCOCC1)C(=O)N1CC(CC(C1)C1=CC=C(C=C1)C(F)(F)F)C(N)=S (1-(Morpholin-4-ylcarbonyl)-5-[4-(trifluoromethyl)phenyl]piperidine-3-carbothioamide), BrCC(C(C)(C)C)=O (1-bromo-3,3-dimethylbutan-2-one). Product: C(C)(C)(C)C=1N=C(SC1)C1CN(CC(C1)C1=CC=C(C=C1)C(F)(F)F)C(=O)N1CCOCC1 (4-({3-(4-tert-Butyl-1,3-thiazol-2-yl)-5-[4-(trifluoromethyl)phenyl]piperidin-1-yl}carbonyl)-morpholine). Reported procedure: 100 mg (0.224 mmol) of 1-(morpholin-4-ylcarbonyl)-5-[4-(trifluoromethyl)phenyl]piperidine-3-carbothioamide (Example 53A) and 48 mg (0.269 mmol) of 1-bromo-3,3-dimethylbutan-2-one were reacted according to the General Method 3. Yield: 19 mg (17% of theory) Starting materials: C(C)(=O)O[C@@H]1[C@H]([C@H](O[C@@H]([C@H]1OC(C)=O)COC(C)=O)Br)NC(C)=C1C(CC(CC1=O)(C)C)=O (3,4,6-Tri-O-acetyl-2-deoxy-2-[1-(4,4-dimethyl-2,6-dioxocyclohex-1-ylidene)-ethylamino]-α-D-glucopyranosyl bromide), C(O)([O-])=O.[Na+] (sodium hydrogen carbonate), [N-]=[N+]=[N-].[Na+] (sodium azide). Reagents/catalysts: S(=O)(=O)(O)[O-].C(CCC)[N+](CCCC)(CCCC)CCCC (Tetrabutylammonium hydrogen sulfate). Solvent: C(C)(=O)OCC (ethyl acetate). Conditions: time 16 hour. Yields the product N(=[N+]=[N-])[C@@H]1[C@@H]([C@@H](OC(C)=O)[C@H](OC(C)=O)[C@H](O1)COC(C)=O)NC(C)=C1C(CC(CC1=O)(C)C)=O (1-Deoxy-1-azido-3,4,6-tri-O-acetyl-2-deoxy-2-[1-(4,4-dimethyl-2,6-dioxocyclohex-1-ylidene)-ethylamino]-α-D-glucopyranose). Isolated yield 75.3%. RXN SMILES: [C:1]([O:4][C@H:5]1[C@H:10]([O:11][C:12](=[O:14])[CH3:13])[C@@H:9]([CH2:15][O:16][C:17](=[O:19])[CH3:18])[O:8][C@H:7](Br)[C@@H:6]1[NH:21][C:22](=[C:24]1[C:29](=[O:30])[CH2:28][C:27]([CH3:32])([CH3:31])[CH2:26][C:25]1=[O:33])[CH3:23])(=[O:3])[CH3:2].C(=O)([O-])O.[Na+].[N-:39]=[N+:40]=[N-:41].[Na+]>C(OCC)(=O)C.S([O-])(O)(=O)=O.C([N+](CCCC)(CCCC)CCCC)CCC>[N:39]([C@H:7]1[O:8][C@H:9]([CH2:15][O:16][C:17](=[O:19])[CH3:18])[C@@H:10]([O:11][C:12](=[O:14])[CH3:13])[C@H:5]([O:4][C:1](=[O:3])[CH3:2])[C@H:6]1[NH:21][C:22](=[C:24]1[C:29](=[O:30])[CH2:28][C:27]([CH3:32])([CH3:31])[CH2:26][C:25]1=[O:33])[CH3:23])=[N+:40]=[N-:41] |f:1.2,3.4,6.7|. Procedure details: 3,6-tri-O-Acetyl-2-deoxy-2-[1-(4,4-dimethyl-2,6-dioxocyclohex-1-ylidene)-ethylamino]-α-D-glucopyranosyl bromide (3) (150 g, 0.282 mol) is suspended in ethyl acetate (3 L) and a solution of 10% aqueous sodium hydrogen carbonate (1500 mL) containing sodium azide (22 g, 0.338 mol) is added. Tetrabutylammonium hydrogen sulfate (28.7 g, 30 mol %) was added and the biphasic mixture stirred vigorously for 16 h. The organic layer was then separated, extracted and dried, then the solvent removed at reduc...